The task is: describe an organic reaction: reactants, conditions, products, and yield. This data is from the Open Reaction Database (ORD), a public repository of structured organic reaction records. Reactants: C(C)(C)(C)C=1N=C(C=2C(N1)=NN(N2)CC)N2CC(CC2)(F)F (5-tert-Butyl-7-(3,3-difluoro-pyrrolidin-1-yl)-2-ethyl-2H-[1,2,3]triazolo[4,5-d]pyrimidine), C(C)(C)(C)C=1N=C(C2=C(N1)NN=N2)N2CC(CC2)(F)F (5-tert-butyl-7-(3,3-difluoropyrrolidin-1-yl)-3H-[1,2,3]triazolo[4,5-d]pyrimidine), ClCC1=NN=C(N1C)C (3-(chloromethyl)-4,5-dimethyl-4H-1,2,4-triazole). Yields the product C(C)(C)(C)C=1N=C(C=2C(N1)=NN(N2)CC2=NN=C(N2C)C)N2CC(CC2)(F)F (5-tert-Butyl-7-(3,3-difluoro-pyrrolidin-1-yl)-2-(4,5-dimethyl-4H-[1,2,4]triazol-3-ylmethyl)-2H-[1,2,3]triazolo[4,5-d]pyrimidine). RXN SMILES: [C:1]([C:5]1[N:6]=[C:7]([N:16]2[CH2:20][CH2:19][C:18]([F:22])([F:21])[CH2:17]2)[C:8]2[C:9](=[N:11][N:12]([CH2:14][CH3:15])[N:13]=2)[N:10]=1)([CH3:4])([CH3:3])[CH3:2].C([C:27]1N=C(N2CCC(F)(F)C2)[C:30]2N=[N:34][NH:33][C:31]=2[N:32]=1)(C)(C)C.ClCC1N(C)C(C)=NN=1>>[C:1]([C:5]1[N:6]=[C:7]([N:16]2[CH2:20][CH2:19][C:18]([F:21])([F:22])[CH2:17]2)[C:8]2[C:9](=[N:11][N:12]([CH2:14][C:15]3[N:32]([CH3:27])[C:31]([CH3:30])=[N:33][N:34]=3)[N:13]=2)[N:10]=1)([CH3:2])([CH3:3])[CH3:4]. Procedure: In analogy to the procedure described for the synthesis of 5-tert-butyl-7-(3,3-difluoro-pyrrolidin-1-yl)-2-ethyl-2H-[1,2,3]triazolo[4,5-d]pyrimidine (example 3, step b), the title compound was prepared from 5-tert-butyl-7-(3,3-difluoropyrrolidin-1-yl)-3H-[1,2,3]triazolo[4,5-d]pyrimidine and 3-(chloromethyl)-4,5-dimethyl-4H-1,2,4-triazole and isolated as light yellow solid. MS (m/e): 392.3 (MH+). Reactants: ice, O (water), C(C)(=O)N1CCC2=CC(=CC=C12)C(CO)=O (1-(1-acetyl-2,3-dihydro-1H-indol-5-yl)-2-hydroxyethanone), C(CC#N)#N (malononitrile), C(C)NCC (diethylamine). The solvent is CN(C)C=O (DMF). Reaction conditions: time 2 hour. Yields the product C(C)(=O)N1CCC2=CC(=CC=C12)C=1C(=C(OC1)N)C#N (4-(1-acetyl-2,3-dihydro-1H-indol-5-yl)-2-amino-3-furancarbonitrile). Isolated yield 55.9%. RXN SMILES: [C:1]([N:4]1[C:12]2[C:7](=[CH:8][C:9]([C:13](=O)[CH2:14][OH:15])=[CH:10][CH:11]=2)[CH2:6][CH2:5]1)(=[O:3])[CH3:2].[C:17](#[N:21])[CH2:18][C:19]#[N:20].C(NCC)C.O>CN(C=O)C>[C:1]([N:4]1[C:12]2[C:7](=[CH:8][C:9]([C:13]3[C:18]([C:19]#[N:20])=[C:17]([NH2:21])[O:15][CH:14]=3)=[CH:10][CH:11]=2)[CH2:6][CH2:5]1)(=[O:3])[CH3:2]. Reported procedure: To a suspension of 1-(1-acetyl-2,3-dihydro-1H-indol-5-yl)-2-hydroxyethanone (0.53 g, 2.41 mmol) and malononitrile (176 mg, 2.66 mmol, 1.1 equiv) in DMF (4 mL) chilled in an ice bath was added diethylamine (380 uL, 3.63 mmol, 1.5 equiv) over a 3 minute period. The resulting mixture was stirred in the ice bath for another 20 minutes, and then the ice bath was removed. The brownish suspension was stirred at ambient temp for 2 hours. LCMS showed product formed in 75%. To the suspension was added 20 ...